Dataset: the Open Reaction Database (ORD), a public repository of structured organic reaction records. Task: describe an organic reaction: reactants, conditions, products, and yield The reactants are Cc1ccccc1-n1nc(COC23CC4CC(CC(C4)C2)C3)cc1O, CCOC(=O)c1cccc(N=C=O)c1, C1CCOC1, [H-], [Na+]. Yields the product CCOC(=O)c1cccc(NC(=O)c2c(COC34CC5CC(CC(C5)C3)C4)nn(-c3ccccc3C)c2O)c1. RXN SMILES: [C:1]12([O:11][CH2:12][c:13]3[cH:14][c:15]([OH:25])[n:16](-[c:18]4[c:19]([CH3:24])[cH:20][cH:21][cH:22][cH:23]4)[n:17]3)[CH2:2][CH:3]3[CH2:4][CH:5]([CH2:6][CH:7]([CH2:8]1)[CH2:9]3)[CH2:10]2.[CH2:28]([CH3:29])[O:30][C:31](=[O:32])[c:33]1[cH:34][c:35]([N:39]=[C:40]=[O:41])[cH:36][cH:37][cH:38]1.[CH2:42]1[O:43][CH2:44][CH2:45][CH2:46]1.[H-:26].[Na+:27]>>[C:1]12([O:11][CH2:12][c:13]3[c:14]([C:40]([NH:39][c:35]4[cH:34][c:33]([C:31]([O:30][CH2:28][CH3:29])=[O:32])[cH:38][cH:37][cH:36]4)=[O:41])[c:15]([OH:25])[n:16](-[c:18]4[c:19]([CH3:24])[cH:20][cH:21][cH:22][cH:23]4)[n:17]3)[CH2:2][CH:3]3[CH2:4][CH:5]([CH2:6][CH:7]([CH2:8]1)[CH2:9]3)[CH2:10]2. Reactants: BrBr (bromine), O (water), C(C1=CC=CC=C1)N(S(=O)(=O)C1=C(C=CC=C1)[N+](=O)[O-])CCC(C)=O (N-benzyl-2-nitro-N-(3-oxobutyl)benzenesulfonamide), C(C1=CC=CC=C1)N(S(=O)(=O)C1=C(C=CC=C1)[N+](=O)[O-])CCC(C)=O (N-benzyl-2-nitro-N-(3-oxobutyl)benzenesulfonamide), BrBr (bromine), compound G. Solvent: CO (MeOH), CO (methanol). Run at temperature 30 celsius, time 1 hour. Product: C(C1=CC=CC=C1)N(S(=O)(=O)C1=C(C=CC=C1)[N+](=O)[O-])CCC(CBr)=O (N-benzyl-N-(4-bromo-3-oxobutyl)-2-nitrobenzenesulfonamide). Isolated yield 53.0%. As a reaction SMILES: [CH2:1]([N:8]([CH2:21][CH2:22][C:23](=[O:25])[CH3:24])[S:9]([C:12]1[CH:17]=[CH:16][CH:15]=[CH:14][C:13]=1[N+:18]([O-:20])=[O:19])(=[O:11])=[O:10])[C:2]1[CH:7]=[CH:6][CH:5]=[CH:4][CH:3]=1.[Br:26]Br.O>CO>[CH2:1]([N:8]([CH2:21][CH2:22][C:23](=[O:25])[CH2:24][Br:26])[S:9]([C:12]1[CH:17]=[CH:16][CH:15]=[CH:14][C:13]=1[N+:18]([O-:20])=[O:19])(=[O:10])=[O:11])[C:2]1[CH:3]=[CH:4][CH:5]=[CH:6][CH:7]=1. Procedure: To a solution of N-benzyl-2-nitro-N-(3-oxobutyl)benzenesulfonamide (compound F, 30 g, 83 mmol) in methanol (300 ml) was added bromine (4.69 ml, 91 mmol) in one portion at 20-25° C. Stirred for 20 hours (no bromine colour), water (20 ml) added, heated to reflux for 30 min, diluted with MeOH (100 ml). The solution was cooled to 30° C. with stirring, seeded with compound G, stirred at 25-30° C. for 5 min (crystallisation occurred), cooled to 15° C., aged for 1 hour. Crystals collected, washed with ... The reactants are C1(=CC=CC=C1)[C@H](C)N ((S)-1-phenyl-ethylamine), COC(CC(C)=O)=O (3-oxo-butyric acid methyl ester), COC(C#C)=O (Propynoic acid methyl ester). The product is COC(C=CC(C(=O)OC)=C(C)N[C@@H](C)C1=CC=CC=C1)=O ((S)-4-[1-(1-Phenyl-ethylamino)-ethylidene]-pent-2-enedioic acid dimethyl ester). Run in CO (MeOH). Yield: 63.8%. Reported procedure: A mixture of (S)-1-phenyl-ethylamine (3 g, 24.8 mmol) and 3-oxo-butyric acid methyl ester (3.2 mL, 29.7 mmol) in MeOH (100 mL) was refluxed for 2 h. Propynoic acid methyl ester (3.3 mL, 37.1 mmol) was added, and the resulting mixture was refluxed for 2 days. After cooling to r.t., the solvent was evaporated, and the crude solid was recrystallized from MeOH to give 4.8 g of the title compound as a pale orange solid. MS: (+) m/z 326.29 (M+Na). Reaction SMILES: [C:1]1([C@@H:7]([NH2:9])[CH3:8])[CH:6]=[CH:5][CH:4]=[CH:3][CH:2]=1.[CH3:10][O:11][C:12](=[O:17])[CH2:13][C:14](=O)[CH3:15].[CH3:18][O:19][C:20](=[O:23])[C:21]#[CH:22]>CO>[CH3:18][O:19][C:20](=[O:23])[CH:21]=[CH:22][C:13](=[C:14]([NH:9][C@H:7]([C:1]1[CH:6]=[CH:5][CH:4]=[CH:3][CH:2]=1)[CH3:8])[CH3:15])[C:12]([O:11][CH3:10])=[O:17]. The reactants are F[B-](F)(F)F, CC(=O)NC(Cc1ccc(-c2ccccc2)cc1)C(=O)N1CCCC1C(=O)O, CN1CCOCC1, CN(C)C=O, NCc1ccc2c(N)nccc2c1, CN(C)C(On1nnc2ccccc21)=[N+](C)C. Yields the product CC(=O)NC(Cc1ccc(-c2ccccc2)cc1)C(=O)N1CCCC1C(=O)NCc1ccc2c(N)nccc2c1. RXN SMILES: [B-:49]([F:50])([F:51])([F:52])[F:53].[C:1]([CH3:2])(=[O:3])[NH:4][CH:5]([C:6](=[O:7])[N:8]1[CH:9]([C:13](=[O:14])[OH:15])[CH2:10][CH2:11][CH2:12]1)[CH2:16][c:17]1[cH:18][cH:19][c:20](-[c:23]2[cH:24][cH:25][cH:26][cH:27][cH:28]2)[cH:21][cH:22]1.[CH3:42][N:43]1[CH2:44][CH2:45][O:46][CH2:47][CH2:48]1.[CH:71]([N:72]([CH3:73])[CH3:74])=[O:75].[NH2:29][CH2:30][c:31]1[cH:32][c:33]2[cH:34][cH:35][n:36][c:37]([NH2:41])[c:38]2[cH:39][cH:40]1.[n:54]1([O:55][C:56]([N:57]([CH3:58])[CH3:59])=[N+:60]([CH3:61])[CH3:62])[c:63]2[cH:64][cH:65][cH:66][cH:67][c:68]2[n:69][n:70]1>>[C:1]([CH3:2])(=[O:3])[NH:4][CH:5]([C:6](=[O:7])[N:8]1[CH:9]([C:13](=[O:15])[NH:29][CH2:30][c:31]2[cH:32][c:33]3[cH:34][cH:35][n:36][c:37]([NH2:41])[c:38]3[cH:39][cH:40]2)[CH2:10][CH2:11][CH2:12]1)[CH2:16][c:17]1[cH:18][cH:19][c:20](-[c:23]2[cH:24][cH:25][cH:26][cH:27][cH:28]2)[cH:21][cH:22]1.